This data is from the Open Reaction Database (ORD), a public repository of structured organic reaction records. The task is: describe an organic reaction: reactants, conditions, products, and yield Reactants: COC=1C=C2C(=NN(C2=CC1)C)C=1N=C2C(=NC1)N(C=C2C(=O)N[C@H]2[C@H](COCC2)NC(OC(C)(C)C)=O)COCC[Si](C)(C)C (tert-butyl (3R,4R)-4-(2-(5-methoxy-1-methyl-1H-indazol-3-yl)-5-((2-(trimethylsilyl)ethoxy)methyl)-5H-pyrrolo[2,3-b]pyrazine-7-carboxamido)tetrahydro-2H-pyran-3-ylcarbamate), C(=O)(C(F)(F)F)O (TFA). Solvent: ClCCl (dichloromethane). Reaction conditions: temperature 25 celsius, time 8 hour. The product is N[C@H]1COCC[C@H]1NC(=O)C1=CNC2=NC=C(N=C21)C2=NN(C1=CC=C(C=C21)OC)C (N-((3R,4R)-3-aminotetrahydro-2H-pyran-4-yl)-2-(5-methoxy-1-methyl-1H-indazol-3-yl)-5H-pyrrolo[2,3-b]pyrazine-7-carboxamide). The yield is 64.8%. Reaction SMILES: [CH3:1][O:2][C:3]1[CH:4]=[C:5]2[C:9](=[CH:10][CH:11]=1)[N:8]([CH3:12])[N:7]=[C:6]2[C:13]1[N:14]=[C:15]2[C:21]([C:22]([NH:24][C@@H:25]3[CH2:30][CH2:29][O:28][CH2:27][C@@H:26]3[NH:31]C(=O)OC(C)(C)C)=[O:23])=[CH:20][N:19](COCC[Si](C)(C)C)[C:16]2=[N:17][CH:18]=1.C(O)(C(F)(F)F)=O>ClCCl>[NH2:31][C@@H:26]1[C@H:25]([NH:24][C:22]([C:21]2[C:15]3[C:16](=[N:17][CH:18]=[C:13]([C:6]4[C:5]5[C:9](=[CH:10][CH:11]=[C:3]([O:2][CH3:1])[CH:4]=5)[N:8]([CH3:12])[N:7]=4)[N:14]=3)[NH:19][CH:20]=2)=[O:23])[CH2:30][CH2:29][O:28][CH2:27]1. Procedure: To a pale yellow solution of tert-butyl (3R,4R)-4-(2-(5-methoxy-1-methyl-1H-indazol-3-yl)-5-((2-(trimethylsilyl)ethoxy)methyl)-5H-pyrrolo[2,3-b]pyrazine-7-carboxamido)tetrahydro-2H-pyran-3-ylcarbamate (115 mg, 176 μmol) in dichloromethane (3.00 mL) was added TFA (1.48 g, 1.00 mL, 13.0 mmol, Eq: 73.6), the reaction mixture turned dark red and was stirred at 25° C. overnight then concentrated. The residue was re-dissolved in 5 mL of a solution of (dichloromethane/MeOH/ammonium hydroxide; 60:10:1) ... The reactants are CCc1cc(Br)ccc1CO, CCC[N+](CCC)(CCC)CCC, ClCCl, O=[Ru](=O)(=O)[O-], [O-][NH+]1CCOCC1. Yields the product CCc1cc(Br)ccc1C=O. Reaction SMILES: [Br:8][c:9]1[cH:10][c:11]([CH2:17][CH3:18])[c:12]([CH2:15][OH:16])[cH:13][cH:14]1.[CH3:27][CH2:28][CH2:29][N+:30]([CH2:31][CH2:32][CH3:33])([CH2:34][CH2:35][CH3:36])[CH2:37][CH2:38][CH3:39].[Cl:19][CH2:20][Cl:21].[O-:22][Ru:23](=[O:24])(=[O:25])=[O:26].[O:1]1[CH2:2][CH2:3][NH+:4]([O-:5])[CH2:6][CH2:7]1>>[Br:8][c:9]1[cH:10][c:11]([CH2:17][CH3:18])[c:12]([CH:15]=[O:16])[cH:13][cH:14]1. Starting materials: CCO, O=C(O)c1ccc(C2CC2)c(OCC2CC2)n1, Cl, CN(C)C(=O)C(N)c1ccccc1. The product is CN(C)C(=O)C(NC(=O)c1ccc(C2CC2)c(OCC2CC2)n1)c1ccccc1. As a reaction SMILES: [CH3:32][CH2:33][OH:34].[CH:1]1([c:4]2[cH:5][cH:6][c:7]([C:15](=[O:16])[OH:17])[n:8][c:9]2[O:10][CH2:11][CH:12]2[CH2:13][CH2:14]2)[CH2:2][CH2:3]1.[ClH:18].[NH2:19][CH:20]([C:21](=[O:22])[N:23]([CH3:24])[CH3:25])[c:26]1[cH:27][cH:28][cH:29][cH:30][cH:31]1>>[CH:1]1([c:4]2[cH:5][cH:6][c:7]([C:15](=[O:17])[NH:19][CH:20]([C:21](=[O:22])[N:23]([CH3:24])[CH3:25])[c:26]3[cH:27][cH:28][cH:29][cH:30][cH:31]3)[n:8][c:9]2[O:10][CH2:11][CH:12]2[CH2:13][CH2:14]2)[CH2:2][CH2:3]1. Reactants: OC1CCN(c2ccccc2)C12CCN(Cc1ccccc1)CC2, CCOC(C)=O, CO. The product is OC1CCN(c2ccccc2)C12CCNCC2. As a reaction SMILES: [CH2:1]([c:2]1[cH:3][cH:4][cH:5][cH:6][cH:7]1)[N:8]1[CH2:9][CH2:10][C:11]2([CH:12]([OH:22])[CH2:13][CH2:14][N:15]2[c:16]2[cH:17][cH:18][cH:19][cH:20][cH:21]2)[CH2:23][CH2:24]1.[CH2:27]([O:28][C:29](=[O:30])[CH3:31])[CH3:32].[CH3:25][OH:26]>>[NH:8]1[CH2:9][CH2:10][C:11]2([CH:12]([OH:22])[CH2:13][CH2:14][N:15]2[c:16]2[cH:17][cH:18][cH:19][cH:20][cH:21]2)[CH2:23][CH2:24]1. The reactants are NC1=CC=C(OC2=CC=NC3=C2C2N(C(N3)=O)CCCN2C(=O)OC(C)(C)C)C=C1 (tert-butyl 11-(4-aminophenoxy)-6-oxo-3,4,7,11b-tetrahydro-2H-pyrido[3,2-e]pyrimido[1,2-c]pyrimidine-1(6H)-carboxylate), Cl (HCl). The solvent is CO (MeOH). Product: NC1=CC=C(OC2=CC=NC3=C2C2N(C(N3)=O)CCCN2)C=C1 (11-(4-aminophenoxy)-1,2,3,4,7,11b-hexahydro-6H-pyrido[3,2-e]pyrimido[1,2-c]pyrimidin-6-one). As a reaction SMILES: [NH2:1][C:2]1[CH:30]=[CH:29][C:5]([O:6][C:7]2[C:12]3[CH:13]4[N:21](C(OC(C)(C)C)=O)[CH2:20][CH2:19][CH2:18][N:14]4[C:15](=[O:17])[NH:16][C:11]=3[N:10]=[CH:9][CH:8]=2)=[CH:4][CH:3]=1.Cl>CO>[NH2:1][C:2]1[CH:30]=[CH:29][C:5]([O:6][C:7]2[C:12]3[CH:13]4[NH:21][CH2:20][CH2:19][CH2:18][N:14]4[C:15](=[O:17])[NH:16][C:11]=3[N:10]=[CH:9][CH:8]=2)=[CH:4][CH:3]=1. Procedure: The title compound was synthesized by de-protection of 78 by HCl in MeOH. LC-MS (M+H=312, obsd.=312). The reactants are C(C)(=O)OCC (ethyl acetate), Cl (hydrochloric acid), [H-].[Na+] (sodium hydride), C(C1=CC=CC=C1)OC(=O)NC1(CC1)C1=C(C(=C(C(=O)C(C(=O)OCC)=CNC(CO)C)C=C1F)F)F (ethyl 2-[4-(1-benzyloxycarbonylaminocyclopropyl)-2,3,5-trifluorobenzoyl]-3-(2-hydroxy-1-methylethylamino)acrylate). Run in O (water), CN(C=O)C (N,N-dimethylformamide). Conditions: time 18 hour. Product: C(C1=CC=CC=C1)OC(=O)NC1(CC1)C=1C(=CC2=C3N(C(COC31)C)C=C(C2=O)C(=O)OCC)F (ethyl 10-(1-benzyloxycarbonylaminocyclopropyl)-9-fluoro-3-methyl-7-oxo-2,3-dihydro-7H-pyrido[1,2,3-de][1,4]benzoxazine-6-carboxylate). Yield: 26.8%. As a reaction SMILES: [CH2:1]([O:8][C:9]([NH:11][C:12]1([C:15]2[C:34](F)=[CH:33][C:18]([C:19]([C:21](=[CH:27][NH:28][CH:29]([CH3:32])[CH2:30][OH:31])[C:22]([O:24][CH2:25][CH3:26])=[O:23])=[O:20])=[C:17](F)[C:16]=2[F:37])[CH2:14][CH2:13]1)=[O:10])[C:2]1[CH:7]=[CH:6][CH:5]=[CH:4][CH:3]=1.[H-].[Na+].C(OCC)(=O)C.Cl>CN(C)C=O.O>[CH2:1]([O:8][C:9]([NH:11][C:12]1([C:15]2[C:16]([F:37])=[CH:17][C:18]3[C:19](=[O:20])[C:21]([C:22]([O:24][CH2:25][CH3:26])=[O:23])=[CH:27][N:28]4[CH:29]([CH3:32])[CH2:30][O:31][C:34]=2[C:33]=34)[CH2:14][CH2:13]1)=[O:10])[C:2]1[CH:3]=[CH:4][CH:5]=[CH:6][CH:7]=1 |f:1.2|. Reported procedure: In 25 ml of N,N-dimethylformamide was dissolved 3.07 g of ethyl 2-[4-(1-benzyloxycarbonylaminocyclopropyl)-2,3,5-trifluorobenzoyl]-3-(2-hydroxy-1-methylethylamino)acrylate. To the resulting solution was added 519 mg of 60% sodium hydride with ice-cooling. The resulting mixture was stirred at room temperature for 18 hours. The reaction mixture was added to a mixture of 50 ml of ethyl acetate and 50 ml of water. The resulting mixture was adjusted to pH 1 with 2N hydrochloric acid. The organic laye... Reactants: FC=1C=C(C=C(C1)F)CC#N (3,5-difluorophenylacetonitrile), Cl.C(C)OC([C@@H](N)CS)=O (L-cysteine ethyl ester hydrochloride). The product is FC=1C=C(C=C(C1)F)CC=1SCC(N1)C(=O)O (2-(3,5-difluorophenylmethyl)-4-carboxy-2-thiazoline). RXN SMILES: [F:1][C:2]1[CH:3]=[C:4]([CH2:9][C:10]#[N:11])[CH:5]=[C:6]([F:8])[CH:7]=1.Cl.C([O:15][C:16](=[O:21])[C@H:17]([CH2:19][SH:20])N)C>>[F:1][C:2]1[CH:3]=[C:4]([CH2:9][C:10]2[S:20][CH2:19][CH:17]([C:16]([OH:21])=[O:15])[N:11]=2)[CH:5]=[C:6]([F:8])[CH:7]=1 |f:1.2|. Procedure details: Following General Procedure G and using 3,5-difluorophenylacetonitrile and L-cysteine ethyl ester hydrochloride (Aldrich), the title compound was prepared.